This data is from the Open Reaction Database (ORD), a public repository of structured organic reaction records. The task is: describe an organic reaction: reactants, conditions, products, and yield Starting materials: solution, Cl (hydrogen chloride), C(C)OCC (diethyl ether), FC1(CN(CC1)CCNC(OC(C)(C)C)=O)F (tert-Butyl [2-(3,3-difluoropyrrolidin-1-yl)ethyl]carbamate). Conditions: time 8 hour. Yields the product Cl.Cl.FC1(CN(CC1)CCN)F (2-(3,3-Difluoropyrrolidin-1-yl)ethanamine dihydrochloride). As a reaction SMILES: [ClH:1].C(OCC)C.[F:7][C:8]1([F:23])[CH2:12][CH2:11][N:10]([CH2:13][CH2:14][NH:15]C(=O)OC(C)(C)C)[CH2:9]1>>[ClH:1].[ClH:1].[F:7][C:8]1([F:23])[CH2:12][CH2:11][N:10]([CH2:13][CH2:14][NH2:15])[CH2:9]1 |f:3.4.5|. Procedure: 8.6 ml of a 2 N solution of hydrogen chloride in diethyl ether (17.22 mmol, 10 equivalents) were added to 431 mg of tert-butyl [2-(3,3-difluoropyrrolidin-1-yl)ethyl]carbamate (Example 164A, 1.72 mmol, 1 equivalent), and the reaction mixture was stirred at RT overnight. The solvent was then decanted off, the residue was triturated three times with diethyl ether and the residue obtained in this manner was dried under reduced pressure. This gave 410 mg (99% of theory; purity 93%) of the title compo...